The task is: describe an organic reaction: reactants, conditions, products, and yield. This data is from the Open Reaction Database (ORD), a public repository of structured organic reaction records. The reactants are [BH-](OC(=O)C)(OC(=O)C)OC(=O)C.[Na+] (NaBH(OAc)3), [OH-].[Na+] (NaOH), ClC1=CC=C(C=C1)CCCN[C@@H]1CC[C@H](CC1)C1=CC2=C(NC(O2)=O)C=C1 (6-{trans-4-[3-(4-chlorophenyl)-propylamino]-cyclohexyl}-3H-benzoxazol-2-one), p-formaldehyde, amine. Run in CO (MeOH), C(Cl)Cl (CH2Cl2), O (H2O). Reaction conditions: time 15 minute. The product is ClC1=CC=C(C=C1)CCCN([C@@H]1CC[C@H](CC1)C1=CC2=C(NC(O2)=O)C=C1)C (6-(trans-4-{[3-(4-chlorophenyl)propyl]-methylamino}-cyclohexyl)-3H-benzoxazol-2-one). Yield: 66.0%. RXN SMILES: [Cl:1][C:2]1[CH:7]=[CH:6][C:5]([CH2:8][CH2:9][CH2:10][NH:11][C@H:12]2[CH2:17][CH2:16][C@H:15]([C:18]3[CH:27]=[CH:26][C:21]4[NH:22][C:23](=[O:25])[O:24][C:20]=4[CH:19]=3)[CH2:14][CH2:13]2)=[CH:4][CH:3]=1.[BH-](OC(C)=O)(OC(C)=O)O[C:30](C)=O.[Na+].[OH-].[Na+]>CO.C(Cl)Cl.O>[Cl:1][C:2]1[CH:7]=[CH:6][C:5]([CH2:8][CH2:9][CH2:10][N:11]([CH3:30])[C@H:12]2[CH2:17][CH2:16][C@H:15]([C:18]3[CH:27]=[CH:26][C:21]4[NH:22][C:23](=[O:25])[O:24][C:20]=4[CH:19]=3)[CH2:14][CH2:13]2)=[CH:4][CH:3]=1 |f:1.2,3.4|. Procedure: To a stirred solution of 6-{trans-4-[3-(4-chlorophenyl)-propylamino]-cyclohexyl}-3H-benzoxazol-2-one (655 mg, 1.7 mmol) in MeOH (20 mL) and CH2Cl2 (25 mL) was added p-formaldehyde (0.70 mL of a 37 wt % solution in H2O, 8.5 mmol). The reaction mixture was warmed to dissolve compound the amine, and then stirred at room temperature for 15 minutes. NaBH(OAc)3 was added and stirring was continued for 12 hours. The reaction mixture was brought to pH 8 with solid NaOH, concentrated under reduced pressu... The reactants are OC=1C=CC2=C(C=C(CCS2(=O)=O)C(=O)OC)C1 (Methyl 7-hydroxy-1,1-dioxo-2,3-dihydro-1-benzothiepine-4-carboxylate), CS(=O)(=O)OCCCC1=CC=C(C=C1)OCCC (3-(4-propoxyphenyl)propyl methanesulfonate), C([O-])([O-])=O.[K+].[K+] (potassium carbonate). RXN SMILES: [OH:1][C:2]1[CH:3]=[CH:4][C:5]2[S:11](=[O:13])(=[O:12])[CH2:10][CH2:9][C:8]([C:14]([O:16][CH3:17])=[O:15])=[CH:7][C:6]=2[CH:18]=1.CS(O[CH2:24][CH2:25][CH2:26][C:27]1[CH:32]=[CH:31][C:30]([O:33][CH2:34][CH2:35][CH3:36])=[CH:29][CH:28]=1)(=O)=O.C(=O)([O-])[O-].[K+].[K+]>CN(C=O)C.C(OCC)(=O)C>[CH2:34]([O:33][C:30]1[CH:29]=[CH:28][C:27]([CH2:26][CH2:25][CH2:24][O:1][C:2]2[CH:3]=[CH:4][C:5]3[S:11](=[O:13])(=[O:12])[CH2:10][CH2:9][C:8]([C:14]([O:16][CH3:17])=[O:15])=[CH:7][C:6]=3[CH:18]=2)=[CH:32][CH:31]=1)[CH2:35][CH3:36] |f:2.3.4|. Solvent: CN(C)C=O (DMF), C(C)(=O)OCC (ethyl acetate). Reaction conditions: temperature 70 celsius, time 5 hour. The yield is 141.0%. The product is C(CC)OC1=CC=C(C=C1)CCCOC=1C=CC2=C(C=C(CCS2(=O)=O)C(=O)OC)C1 (methyl 7-[3-(4-propoxyphenyl)propoxy]-1,1-dioxo-2,3-dihydro-1-benzothiepine-4-carboxylate). Procedure details: Methyl 7-hydroxy-1,1-dioxo-2,3-dihydro-1-benzothiepine-4-carboxylate (401 mg), 3-(4-propoxyphenyl)propyl methanesulfonate (1017 mg) and potassium carbonate (310 mg) were suspended in DMF (15 ml), and the resulting suspension was stirred at 70° C. for 5 hours. The reaction mixture was diluted with ethyl acetate and was washed respectively with water and an aqueous saturated solution of sodium chloride, and the organic layer was dried with anhydrous magnesium sulfate. After concentration under red...